Dataset: the Open Reaction Database (ORD), a public repository of structured organic reaction records. Task: describe an organic reaction: reactants, conditions, products, and yield Reactants: O=C1NC(=O)C2C1CCC(Br)C2Br, O=C(Cl)c1c(Cl)c(Cl)c(Cl)c(Cl)c1Cl, c1ccncc1, c1ccccc1. Product: O=C(c1c(Cl)c(Cl)c(Cl)c(Cl)c1Cl)N1C(=O)C2CCC(Br)C(Br)C2C1=O. As a reaction SMILES: [Br:1][CH:2]1[CH:3]2[CH:4]([C:5](=[O:6])[NH:7][C:8]2=[O:9])[CH2:10][CH2:11][CH:12]1[Br:13].[Cl:20][c:21]1[c:22]([Cl:33])[c:23]([Cl:32])[c:24]([Cl:31])[c:25]([Cl:30])[c:26]1[C:27](=[O:28])[Cl:29].[cH:14]1[cH:15][cH:16][n:17][cH:18][cH:19]1.[cH:34]1[cH:35][cH:36][cH:37][cH:38][cH:39]1>>[Br:1][CH:2]1[CH:3]2[CH:4]([C:5](=[O:6])[N:7]([C:27]([c:26]3[c:21]([Cl:20])[c:22]([Cl:33])[c:23]([Cl:32])[c:24]([Cl:31])[c:25]3[Cl:30])=[O:28])[C:8]2=[O:9])[CH2:10][CH2:11][CH:12]1[Br:13]. Starting materials: CCCCCCCCCCCC(CCCCCCCCCCC)[O-].[Na+] (sodium 12-tricosanolate), C(CCC)Cl (n-butyl chloride). Solvent: C1CCOC1 (THF). Conditions: temperature 20 fahrenheit. Product: C(CCC)OC(CCCCCCCCCCC)CCCCCCCCCCC (12-tricosanyl n-butyl ether). RXN SMILES: [CH3:1][CH2:2][CH2:3][CH2:4][CH2:5][CH2:6][CH2:7][CH2:8][CH2:9][CH2:10][CH2:11][CH:12]([O-:24])[CH2:13][CH2:14][CH2:15][CH2:16][CH2:17][CH2:18][CH2:19][CH2:20][CH2:21][CH2:22][CH3:23].[Na+].[CH2:26](Cl)[CH2:27][CH2:28][CH3:29]>C1COCC1>[CH2:26]([O:24][CH:12]([CH2:11][CH2:10][CH2:9][CH2:8][CH2:7][CH2:6][CH2:5][CH2:4][CH2:3][CH2:2][CH3:1])[CH2:13][CH2:14][CH2:15][CH2:16][CH2:17][CH2:18][CH2:19][CH2:20][CH2:21][CH2:22][CH3:23])[CH2:27][CH2:28][CH3:29] |f:0.1|. Procedure details: 40.3 g (0.118 mole) 12-tricosanol (Example 2) was heated with 3.0 g (0.13 mole, 10% molar excess) sodium metal to 130° C. for a period of 15 hrs during which most of the sodium dissolved with hydrogen evolution to form the corresponding alkoxide, sodium 12-tricosanolate, which is liquid at 130° C. The thus prepared sodium 12-tricosanolate was subsequently treated with 20 ml (0.19 mole, 60% molar excess) n-butyl chloride in the presence of 20 ml THF at 90° C. for 7 days. The resulting reaction mi...